This data is from the Open Reaction Database (ORD), a public repository of structured organic reaction records. The task is: describe an organic reaction: reactants, conditions, products, and yield Starting materials: C(C)OC(C1=C(N=CC=C1)OCCCOC)=O (2-(3-Methoxypropoxy)-nicotinic acid ethyl ester), C(C)OC(C1=C(N=CC=C1)O)=O (2-Hydroxy-nicotinic acid ethyl ester), COCCCBr (3-methoxypropyl bromide). Reagents/catalysts: C([O-])([O-])=O.[Ag+2] (silver carbonate). The solvent is C1(=CC=CC=C1)C (toluene). Product: COCCCON1C(C(=CC=C1)C(=O)OC)=O (1-(3-methoxypropoxy)-3-carbomethoxy-2(1H)-pyridinone). As a reaction SMILES: [CH2:1]([O:3][C:4](=[O:17])[C:5]1[CH:10]=[CH:9][CH:8]=[N:7][C:6]=1[O:11]CCCOC)C.[CH2:18]([O:20][C:21](=O)[C:22]1C=CC=N[C:23]=1[OH:28])C.COCCCBr>C1(C)C=CC=CC=1.C(=O)([O-])[O-].[Ag+2]>[CH3:18][O:20][CH2:21][CH2:22][CH2:23][O:28][N:7]1[CH:8]=[CH:9][CH:10]=[C:5]([C:4]([O:3][CH3:1])=[O:17])[C:6]1=[O:11] |f:4.5|. Procedure details: 2-(3-Methoxypropoxy)-nicotinic acid ethyl ester: 2-Hydroxy-nicotinic acid ethyl ester (1.67 g), 3-methoxypropyl bromide (2.3 g) and silver carbonate (1.38 g) in toluene (80 ml) are reacted in accordance with the procedure described by Labaudiniere et al. (J. Med. Chem. 1992, 35, 4315-4324). Purification of the crude product by FC (dichloromethane-methanol-conc. ammonia 95:5:1) yields 1-(3-methoxypropoxy)-3-carbomethoxy-2(1H)-pyridinone (1.1 7 g), Rf (dichloromethane-methanol-conc. ammonia 95:5:1... Reactants: FC(C=1C=C(C=C(C1)C(F)(F)F)C(C(=O)N(C)C=1C=NC(=CC1C1=C(C=C(C=C1)F)C)Cl)(C)C)(F)F (2-[3,5-bis(trifluoromethyl)phenyl]-N-[6-chloro-4-(4-fluoro-2-methylphenyl)-3-pyridinyl]-N,2-dimethylpropanamide), C1[C@@H]2N(CCN1)CCC2 ((8aR)-octahydropyrrolo[1,2-a]pyrazine), C([O-])([O-])=O.[K+].[K+] (potassium carbonate). Solvent: CS(=O)C (DMSO). Reaction conditions: temperature 150 celsius. Product: FC(C=1C=C(C=C(C1)C(F)(F)F)C(C(=O)N(C)C=1C=NC(=CC1C1=C(C=C(C=C1)F)C)N1C[C@@H]2N(CC1)CCC2)(C)C)(F)F (2-[3,5-Bis(trifluoromethyl)phenyl]-N-{4-(4-fluoro-2-methylphenyl)-6-[(8aR)-hexahydropyrrolo[1,2-a]pyrazin-2(1H)-yl]-3-pyridinyl}-N,2-dimethylpropanamide). Yield: 44.7%. RXN SMILES: [F:1][C:2]([F:36])([F:35])[C:3]1[CH:4]=[C:5]([C:13]([CH3:34])([CH3:33])[C:14]([N:16]([C:18]2[CH:19]=[N:20][C:21](Cl)=[CH:22][C:23]=2[C:24]2[CH:29]=[CH:28][C:27]([F:30])=[CH:26][C:25]=2[CH3:31])[CH3:17])=[O:15])[CH:6]=[C:7]([C:9]([F:12])([F:11])[F:10])[CH:8]=1.[CH2:37]1[NH:42][CH2:41][CH2:40][N:39]2[CH2:43][CH2:44][CH2:45][C@H:38]12.C(=O)([O-])[O-].[K+].[K+]>CS(C)=O>[F:1][C:2]([F:36])([F:35])[C:3]1[CH:4]=[C:5]([C:13]([CH3:34])([CH3:33])[C:14]([N:16]([C:18]2[CH:19]=[N:20][C:21]([N:42]3[CH2:41][CH2:40][N:39]4[CH2:43][CH2:44][CH2:45][C@@H:38]4[CH2:37]3)=[CH:22][C:23]=2[C:24]2[CH:29]=[CH:28][C:27]([F:30])=[CH:26][C:25]=2[CH3:31])[CH3:17])=[O:15])[CH:6]=[C:7]([C:9]([F:12])([F:11])[F:10])[CH:8]=1 |f:2.3.4|. Reported procedure: The title compound was prepared starting from 100 mg (0.187 mmole) of 2-[3,5-bis(trifluoromethyl)phenyl]-N-[6-chloro-4-(4-fluoro-2-methylphenyl)-3-pyridinyl]-N,2-dimethylpropanamide (WO 2005/002577), 70 mg (0.554 mmol) of (8aR)-octahydropyrrolo[1,2-a]pyrazine, 52.2 mg of potassium carbonate (0.377 mmol); the reagents were dissolved in 0.6 ml of DMSO and the reaction mixture was heated at 150° C. overnight. Obtained after flash chromatography 52 mg of the desired compound. Starting materials: [OH-].[Na+] (sodium hydroxide), C1(=CC=CC=C1)S(=O)(=O)N1C(=CC2=C(C=CC=C12)C(F)(F)F)C (1-benzenesulfonyl-2-methyl-4-trifluoromethyl-1H-indole), Cl (hydrochloric acid), O (water). The solvent is C(C)O (ethanol), C(OC)COC (dimethoxyethane). Yields the product CC=1NC2=CC=CC(=C2C1)C(F)(F)F (2-methyl-4-trifluoromethyl-1H-indole). Isolated yield 79.3%. RXN SMILES: [OH-].[Na+].C1(S([N:12]2[C:20]3[C:15](=[C:16]([C:21]([F:24])([F:23])[F:22])[CH:17]=[CH:18][CH:19]=3)[CH:14]=[C:13]2[CH3:25])(=O)=O)C=CC=CC=1.O.Cl>C(O)C.C(COC)OC>[CH3:25][C:13]1[NH:12][C:20]2[C:15]([CH:14]=1)=[C:16]([C:21]([F:23])([F:22])[F:24])[CH:17]=[CH:18][CH:19]=2 |f:0.1|. Reported procedure: 0.271 ml of 5N sodium hydroxide is added to a solution of 460 mg of 1-benzenesulfonyl-2-methyl-4-trifluoromethyl-1H-indole in 1.4 ml of ethanol and 0.44 ml of dimethoxyethane. The reaction mixture is maintained at reflux for 6 hours and poured into water acidified with a hydrochloric acid solution until pH=1 and extracted with ethyl acetate. The organic phases are combined and washed with a 10% sodium bicarbonate solution and a saturated sodium chloride solution, dried over magnesium sulfate, fi... Reaction SMILES: [CH3:13][O:14][CH2:15][CH2:16][O:17][CH2:18][CH2:19][O:20][CH2:21][CH2:22][O:23][CH2:24][CH2:25][OH:26].[CH3:29][S:30]([CH3:31])=[O:32].[Cl:1][c:2]1[c:3]([I:12])[cH:4][c:5]([N+:9](=[O:10])[O-:11])[c:6]([NH2:8])[cH:7]1.[K+:28].[OH-:27]>>[c:2]1([O:26][CH2:25][CH2:24][O:23][CH2:22][CH2:21][O:20][CH2:19][CH2:18][O:17][CH2:16][CH2:15][O:14][CH3:13])[c:3]([I:12])[cH:4][c:5]([N+:9](=[O:10])[O-:11])[c:6]([NH2:8])[cH:7]1. Starting materials: COCCOCCOCCOCCO, CS(C)=O, Nc1cc(Cl)c(I)cc1[N+](=O)[O-], [K+], [OH-]. The product is COCCOCCOCCOCCOc1cc(N)c([N+](=O)[O-])cc1I. Starting materials: BrC=1C(=CC=C2C(N(C(NC12)=O)CC)=O)F (8-Bromo-3-ethyl-7-fluoroquinazoline-2,4(1H,3H)-dione), P(=O)(Cl)(Cl)Cl (phosphorous oxychloride), CCN(C(C)C)C(C)C (DIPEA), [OH-].[Na+] (NaOH). The solvent is O (water). The product is BrC=1C(=CC=C2C(N(C(=NC12)Cl)CC)=O)F (8-bromo-2-chloro-3-ethyl-7-fluoroquinazolin-4(3H)-one). Yield: 98.3%. RXN SMILES: [Br:1][C:2]1[C:3]([F:16])=[CH:4][CH:5]=[C:6]2[C:11]=1[NH:10][C:9](=O)[N:8]([CH2:13][CH3:14])[C:7]2=[O:15].P(Cl)(Cl)([Cl:19])=O.CCN(C(C)C)C(C)C.[OH-].[Na+]>O>[Br:1][C:2]1[C:3]([F:16])=[CH:4][CH:5]=[C:6]2[C:11]=1[N:10]=[C:9]([Cl:19])[N:8]([CH2:13][CH3:14])[C:7]2=[O:15] |f:3.4|. Reported procedure: A solution of 8-bromo-3-ethyl-7-fluoroquinazoline-2,4(1H,3H)-dione (512b, 2.20 g, 7.66 mmol), phosphorous oxychloride (Acros Organics, Geel, Belgium; 3.57 mL, 38.3 mmol), and DIPEA (5.34 mL, 30.6 mmol) was heated over a 130° C. oil bath for 4.5 h. The reaction mixture was then cooled to RT and poured onto ice, and the resulting mixture was diluted with water (250 mL) to provide a brown suspension. 10 N aqueous NaOH was added to the vigorously stirred suspension (maintaining the reaction mixture ... Reactants: CCc1cccc(Br)c1, [Li]CCCC, CN(C)C=O, C1CCOC1. Yields the product CCc1cccc(CO)c1. Reaction SMILES: [Br:6][c:7]1[cH:8][c:9]([CH2:13][CH3:14])[cH:10][cH:11][cH:12]1.[CH2:1]([Li:2])[CH2:3][CH2:4][CH3:5].[CH3:15][N:16]([CH:17]=[O:18])[CH3:19].[O:20]1[CH2:21][CH2:22][CH2:23][CH2:24]1>>[c:7]1([CH2:17][OH:18])[cH:8][c:9]([CH2:13][CH3:14])[cH:10][cH:11][cH:12]1. The reactants are C(CCC)NCCCC (dibutylamine), P(O)(O)(O)=O (phosphoric acid), BrCC(=O)Br (bromoacetyl bromide), OP(=O)(O)O (H3PO4). The solvent is C1(=CC=CC=C1)C (toluene), C1(=CC=CC=C1)C (toluene). Reaction conditions: temperature 0 celsius, time 15 minute. Yields the product C(CCC)N(C(CBr)=O)CCCC (N,N-Dibutyl Bromoacetamide). As a reaction SMILES: [Br:1][CH2:2][C:3](Br)=[O:4].[CH2:6]([NH:10][CH2:11][CH2:12][CH2:13][CH3:14])[CH2:7][CH2:8][CH3:9].OP(O)(O)=O>C1(C)C=CC=CC=1>[CH2:6]([N:10]([CH2:11][CH2:12][CH2:13][CH3:14])[C:3](=[O:4])[CH2:2][Br:1])[CH2:7][CH2:8][CH3:9]. Procedure: To a solution of bromoacetyl bromide (72.3 mL, 830 mmol) in toluene (500 mL) cooled to 0° C. was added a solution of dibutylamine (280.0 mL, 1.66 mol) in toluene (220 mL) via an addition funnel maintaining the reaction temperature below 10° C. Upon completion of the addition, the reaction mixture was stirred at 0° C. for 15 minutes. A solution of 2.5% aqueous H3PO4 (500 mL) was slowly introduced, and the reaction mixture was allowed to warm to room temperature with vigorous stirring. The solutio... Starting materials: CCO, CC(C)C(C(=O)OCc1cccc(Oc2ccccc2)c1)N1Cc2c(F)c(F)c(F)c(F)c2C1, [K+], [OH-], O. Product: CC(C)C(C(=O)O)N1Cc2c(F)c(F)c(F)c(F)c2C1. RXN SMILES: [CH3:37][CH2:38][OH:39].[F:1][c:2]1[c:3]2[c:7]([c:8]([F:13])[c:9]([F:12])[c:10]1[F:11])[CH2:6][N:5]([CH:14]([C:15](=[O:16])[O:17][CH2:18][c:19]1[cH:20][cH:21][cH:22][c:23]([O:24][c:25]3[cH:26][cH:27][cH:28][cH:29][cH:30]3)[cH:31]1)[CH:32]([CH3:33])[CH3:34])[CH2:4]2.[K+:36].[OH-:35].[OH2:40]>>[F:1][c:2]1[c:3]2[c:7]([c:8]([F:13])[c:9]([F:12])[c:10]1[F:11])[CH2:6][N:5]([CH:14]([C:15](=[O:16])[OH:17])[CH:32]([CH3:33])[CH3:34])[CH2:4]2. Reactants: Br.C(C)NC([C@H]1N(CCC1)C([C@@H](N)C)=O)=O (L-alanyl-L-proline ethylamide hydrobromide), C1(=CC=C(C=C1)S(=O)(=O)Cl)C (p-toluenesulphonyl chloride). The solvent is N1=CC=CC=C1 (pyridine). Reaction conditions: time 1 hour. The product is C(C)NC([C@H]1N(CCC1)C([C@@H](NS(=O)(=O)C1=CC=C(C=C1)C)C)=O)=O (N-(p-toluenesulphonyl)-L-alanyl-L-proline ethylamide). Yield: 33.0%. As a reaction SMILES: Br.[CH2:2]([NH:4][C:5](=[O:16])[C@@H:6]1[CH2:10][CH2:9][CH2:8][N:7]1[C:11](=[O:15])[C@H:12]([CH3:14])[NH2:13])[CH3:3].[C:17]1([CH3:27])[CH:22]=[CH:21][C:20]([S:23](Cl)(=[O:25])=[O:24])=[CH:19][CH:18]=1>N1C=CC=CC=1>[CH2:2]([NH:4][C:5](=[O:16])[C@@H:6]1[CH2:10][CH2:9][CH2:8][N:7]1[C:11](=[O:15])[C@H:12]([CH3:14])[NH:13][S:23]([C:20]1[CH:21]=[CH:22][C:17]([CH3:27])=[CH:18][CH:19]=1)(=[O:25])=[O:24])[CH3:3] |f:0.1|. Reported procedure: 1.0 g (0.0033 mol) of L-alanyl-L-proline ethylamide hydrobromide was dissolved in 20 ml of dry pyridine and 0.63 g (0.0033 mol) of p-toluenesulphonyl chloride was added. The mixture was stirred at room temperature for 1 hour and the pyridine was then removed by evaporation. The oily residue was dissolved in chloroform and the solution was washed with water, dried over magnesium sulphate and evaporated to an oil. This oil was dissolved in water and freeze-dried to yield 0.40 g (33%) of N-(p-tolue...